Dataset: the Open Reaction Database (ORD), a public repository of structured organic reaction records. Task: describe an organic reaction: reactants, conditions, products, and yield Reactants: CN1N=CC(=C1)C=1C=C2C(=NC1)NC=C2C2=CN=CC(=N2)N2CCN(CC2)C(=O)OC(C)(C)C (tert-butyl 4-{6-[5-(1-methyl-1H-pyrazol-4-yl)-1H-pyrrolo[2,3-b]pyridin-3-yl]pyrazin-2-yl}piperazine-1-carboxylate), Cl (HCl). Solvent: O1CCOCC1 (dioxane), O1CCOCC1 (dioxane). Reaction conditions: time 45 minute. Yields the product CN1N=CC(=C1)C=1C=C2C(=NC1)NC=C2C2=NC(=CN=C2)N2CCNCC2 (5-(1-methyl-1H-pyrazol-4-yl)-3-(6-piperazin-1-ylpyrazin-2-yl)-1H-pyrrolo[2,3-b]pyridine). As a reaction SMILES: [CH3:1][N:2]1[CH:6]=[C:5]([C:7]2[CH:8]=[C:9]3[C:15]([C:16]4[N:21]=[C:20]([N:22]5[CH2:27][CH2:26][N:25](C(OC(C)(C)C)=O)[CH2:24][CH2:23]5)[CH:19]=[N:18][CH:17]=4)=[CH:14][NH:13][C:10]3=[N:11][CH:12]=2)[CH:4]=[N:3]1.Cl>O1CCOCC1>[CH3:1][N:2]1[CH:6]=[C:5]([C:7]2[CH:8]=[C:9]3[C:15]([C:16]4[CH:17]=[N:18][CH:19]=[C:20]([N:22]5[CH2:27][CH2:26][NH:25][CH2:24][CH2:23]5)[N:21]=4)=[CH:14][NH:13][C:10]3=[N:11][CH:12]=2)[CH:4]=[N:3]1. Procedure: tert-butyl 4-{6-[5-(1-methyl-1H-pyrazol-4-yl)-1H-pyrrolo[2,3-b]pyridin-3-yl]pyrazin-2-yl}piperazine-1-carboxylate (0.047 g, 0.10 mmol) was suspended in dioxane (1.0 ml). 4M HCl in dioxane (1.0 ml) was added, and the reaction mixture was stirred at room temperature for 45 min. The reaction mixture was filtered to afford 5-(1-methyl-1H-pyrazol-4-yl)-3-(6-piperazin-1-ylpyrazin-2-yl)-1H-pyrrolo[2,3-b]pyridine as an orange/yellow solid (hydrochloride salt). 1H NMR (600 MHz, DMSO-D6) 12.4 (br s, 1H); ... Reactants: C[Si](C)(Cl)[Si](C)(Cl)Cl, [Li]c1ccccc1. The product is C[Si](C)(Cl)[Si](C)(Cl)c1ccccc1. Reaction SMILES: [Cl:1][Si:2]([Si:3]([CH3:4])([CH3:5])[Cl:6])([CH3:7])[Cl:8].[c:9]1([Li:15])[cH:10][cH:11][cH:12][cH:13][cH:14]1>>[Cl:1][Si:2]([Si:3]([CH3:4])([CH3:5])[Cl:6])([CH3:7])[c:9]1[cH:10][cH:11][cH:12][cH:13][cH:14]1. Starting materials: NCCCN(Cc1ccccc1)c1ccccn1, COc1c(N)c(=O)c1=O, c1ccncc1. Yields the product Nc1c(NCCCN(Cc2ccccc2)c2ccccn2)c(=O)c1=O. Reaction SMILES: [NH2:10][CH2:11][CH2:12][CH2:13][N:14]([CH2:15][c:16]1[cH:17][cH:18][cH:19][cH:20][cH:21]1)[c:22]1[n:23][cH:24][cH:25][cH:26][cH:27]1.[NH2:1][c:2]1[c:3]([O:8][CH3:9])[c:4](=[O:7])[c:5]1=[O:6].[cH:28]1[cH:29][cH:30][n:31][cH:32][cH:33]1>>[NH2:1][c:2]1[c:3]([NH:10][CH2:11][CH2:12][CH2:13][N:14]([CH2:15][c:16]2[cH:17][cH:18][cH:19][cH:20][cH:21]2)[c:22]2[n:23][cH:24][cH:25][cH:26][cH:27]2)[c:4](=[O:7])[c:5]1=[O:6]. Starting materials: O=C[C@@H](O)[C@@H](O)[C@H](O)[C@H](O)CO (D-Mannose), C(C)(=O)Cl (acetyl chloride). Solvent: C(C1=CC=CC=C1)O (benzyl alcohol). Conditions: temperature 50 celsius. Product: C1=CC=C(C=C1)COC2C(C(C(C(O2)CO)O)O)O (Benzyl-α-D-mannopyranoside). The yield is 130.0%. RXN SMILES: [O:1]=[CH:2][C@H:3]([C@H:5]([C@@H:7]([C@@H:9]([CH2:11][OH:12])[OH:10])[OH:8])[OH:6])[OH:4].[C:13](Cl)(=O)[CH3:14]>C(O)C1C=CC=CC=1>[CH:5]1[CH:7]=[CH:9][C:13]([CH2:14][O:1][CH:2]2[O:10][CH:9]([CH2:11][OH:12])[CH:7]([OH:8])[CH:5]([OH:6])[CH:3]2[OH:4])=[CH:2][CH:3]=1. Procedure: D-Mannose (30 g, 167 mmol) and acetyl chloride (13 mL, 167 mmol) was dissolved in benzyl alcohol (250 mL) and heated to 50° C. for 1 h. The resulting solution was concentrated by low pressure distillation. The resulting residue was purified by flash column chromatography (ethyl acetate/methanol, 9:1) and recrystallised from isopropanol/petrol to afford the title compound (29.34 g, 70%) as a white crystalline solid m.p. 126-127° C. [Lit 128-129° C.]; [α]D26+102.0 (c, 1.1 in MeOH); [Lit. [α]D18+73... The reactants are C[C@@H]1N([C@@H](CCC1)C)C1=NN=C2N1C=C(C=C2)O[C@@H]2CC[C@@H](C1=CC=CC=C21)N ((1S,4R)-4-[3-(cis-2,6-Dimethyl-piperidin-1-yl)-[1,2,4]triazolo[4,3-a]pyridin-6-yloxy]-1,2,3,4-tetrahydro-naphthalen-1-ylamine), C1(CC1)NC(OC1=CC=C(C=C1)[N+](=O)[O-])=O (4-nitrophenyl cyclopropylcarbamate). Yields the product C(=O)O.C1(CC1)NC(=O)N[C@H]1CC[C@H](C2=CC=CC=C12)OC=1C=CC=2N(C1)C(=NN2)N2[C@H](CCC[C@H]2C)C (1-Cyclopropyl-3-{(1S,4R)-4-[3-((2S,6R)-2,6-dimethyl-piperidin-1-yl)-[1,2,4]triazolo[4,3-a]pyridin-6-yloxy]-1,2,3,4-tetrahydro-naphthalen-1-yl}-urea formate salt). Reaction SMILES: [CH3:1][C@H:2]1[CH2:7][CH2:6][CH2:5][C@@H:4]([CH3:8])[N:3]1[C:9]1[N:13]2[CH:14]=[C:15]([O:18][C@H:19]3[C:28]4[C:23](=[CH:24][CH:25]=[CH:26][CH:27]=4)[C@@H:22]([NH2:29])[CH2:21][CH2:20]3)[CH:16]=[CH:17][C:12]2=[N:11][N:10]=1.[CH:30]1([NH:33][C:34](=[O:45])[O:35]C2C=CC([N+]([O-])=O)=CC=2)[CH2:32][CH2:31]1>>[CH:34]([OH:45])=[O:35].[CH:30]1([NH:33][C:34]([NH:29][C@@H:22]2[C:23]3[C:28](=[CH:27][CH:26]=[CH:25][CH:24]=3)[C@H:19]([O:18][C:15]3[CH:16]=[CH:17][C:12]4[N:13]([C:9]([N:3]5[C@H:2]([CH3:1])[CH2:7][CH2:6][CH2:5][C@@H:4]5[CH3:8])=[N:10][N:11]=4)[CH:14]=3)[CH2:20][CH2:21]2)=[O:35])[CH2:32][CH2:31]1 |f:2.3|. Reported procedure: The title compound was prepared starting from Intermediate 96c and 4-nitrophenyl cyclopropylcarbamate (for reference procedure see WO 2007/72158, which is incorporated herein by reference in its entirety) using analogous procedures to those described in Example 99. LCMS (Method 5): Rt 4.70 min, m/z 614 [MH+]. 1H NMR (400 MHz, d6-DMSO): 0.31-0.35 (2H, m), 0.52-0.60 (8H, m), 1.33-1.56 (3H, m), 1.63-1.70 (2H, m), 1.73-1.88 (3H, m), 1.94-2.11 (2H, m), 3.08-3.20 (2H, m), 4.78 (1H, td, J=8.6, 6.8 Hz),... The reactants are ClC(CN1C(C2=CC=CC=C2C(=C1)C1=CC=CC=C1)=O)C (2-(2-chloropropyl)-4-phenyl-1(2H)-isoquinolone), C(C1=CC=CC=C1)N (benzylamine). Run in CO (methanol). The product is C(C1=CC=CC=C1)NC(CN1C(C2=CC=CC=C2C(=C1)C1=CC=CC=C1)=O)C (2-(2-benzylaminopropyl)-4-phenyl-1(2H)-isoquinolone). Isolated yield 82.0%. RXN SMILES: Cl[CH:2]([CH3:21])[CH2:3][N:4]1[CH:13]=[C:12]([C:14]2[CH:19]=[CH:18][CH:17]=[CH:16][CH:15]=2)[C:11]2[C:6](=[CH:7][CH:8]=[CH:9][CH:10]=2)[C:5]1=[O:20].[CH2:22]([NH2:29])[C:23]1[CH:28]=[CH:27][CH:26]=[CH:25][CH:24]=1>CO>[CH2:22]([NH:29][CH:2]([CH3:21])[CH2:3][N:4]1[CH:13]=[C:12]([C:14]2[CH:19]=[CH:18][CH:17]=[CH:16][CH:15]=2)[C:11]2[C:6](=[CH:7][CH:8]=[CH:9][CH:10]=2)[C:5]1=[O:20])[C:23]1[CH:28]=[CH:27][CH:26]=[CH:25][CH:24]=1. Procedure details: 29.8 g of 2-(2-chloropropyl)-4-phenyl-1(2H)-isoquinolone was mixed with 20 ml of benzylamine, and the mixture was heat-melted in a nitrogen stream. After completion of the reaction, the mixture was dissolved in methanol while hot, and the solution was poured into crashed ice. The resulting precipitate was collected by filtration, washed with water, dried and recrystallized from a mixture of ethyl acetate and petroleum ether to obtain 30.2 g (82% yield) of 2-(2-benzylaminopropyl)-4-phenyl-1(2H)-i... The reactants are C1CCOC1, Cc1cc(F)ccc1-c1nc(S(C)(=O)=O)nc2c1ccc(=O)n2-c1ccccc1F, CC(N)CO. Product: Cc1cc(F)ccc1-c1nc(NC(C)CO)nc2c1ccc(=O)n2-c1ccccc1F. RXN SMILES: [CH2:36]1[O:37][CH2:38][CH2:39][CH2:40]1.[F:1][c:2]1[cH:3][c:4]([CH3:30])[c:5](-[c:8]2[c:9]3[c:10]([n:11][c:12]([S:14]([CH3:15])(=[O:16])=[O:17])[n:13]2)[n:18](-[c:23]2[c:24]([F:29])[cH:25][cH:26][cH:27][cH:28]2)[c:19](=[O:22])[cH:20][cH:21]3)[cH:6][cH:7]1.[NH2:31][CH:32]([CH2:33][OH:34])[CH3:35]>>[F:1][c:2]1[cH:3][c:4]([CH3:30])[c:5](-[c:8]2[c:9]3[c:10]([n:11][c:12]([NH:31][CH:32]([CH2:33][OH:34])[CH3:35])[n:13]2)[n:18](-[c:23]2[c:24]([F:29])[cH:25][cH:26][cH:27][cH:28]2)[c:19](=[O:22])[cH:20][cH:21]3)[cH:6][cH:7]1.